From a dataset of the Open Reaction Database (ORD), a public repository of structured organic reaction records. describe an organic reaction: reactants, conditions, products, and yield The reactants are C1(=CC=CC=C1)C1=C2C(=NC(=NC2=CC=C1)C=1C=NC=C(C(=O)OCC)C1)NCC1=NC=CC=C1 (ethyl 5-(5-phenyl-4-(pyridin-2-ylmethylamino)quinazolin-2-yl)nicotinate), O.NN (hydrazine hydrate). The solvent is C(C)O (ethanol). Conditions: temperature 80 celsius. Yields the product C1(=CC=CC=C1)C1=C2C(=NC(=NC2=CC=C1)C=1C=NC=C(C(=O)NN)C1)NCC1=NC=CC=C1 (5-(5-phenyl-4-(pyridin-2-ylmethylamino)quinazolin-2-yl)nicotinohydrazide). Yield: 103.9%. RXN SMILES: [C:1]1([C:7]2[CH:16]=[CH:15][CH:14]=[C:13]3[C:8]=2[C:9]([NH:28][CH2:29][C:30]2[CH:35]=[CH:34][CH:33]=[CH:32][N:31]=2)=[N:10][C:11]([C:17]2[CH:18]=[N:19][CH:20]=[C:21]([CH:27]=2)[C:22]([O:24]CC)=O)=[N:12]3)[CH:6]=[CH:5][CH:4]=[CH:3][CH:2]=1.O.[NH2:37][NH2:38]>C(O)C>[C:1]1([C:7]2[CH:16]=[CH:15][CH:14]=[C:13]3[C:8]=2[C:9]([NH:28][CH2:29][C:30]2[CH:35]=[CH:34][CH:33]=[CH:32][N:31]=2)=[N:10][C:11]([C:17]2[CH:18]=[N:19][CH:20]=[C:21]([CH:27]=2)[C:22]([NH:37][NH2:38])=[O:24])=[N:12]3)[CH:2]=[CH:3][CH:4]=[CH:5][CH:6]=1 |f:1.2|. Procedure: To a solution of ethyl 5-(5-phenyl-4-(pyridin-2-ylmethylamino)quinazolin-2-yl)nicotinate (Example 43) (0.2 g, 0.43 mmol) in ethanol (10 mL) was added hydrazine hydrate (0.1 mL, 2.1 mmol). The reaction mixture was heated to reflux at 80° C. for 16 h. The ethanol was evaporated under reduced pressure and the residue was dissolved in DCM and washed with water. The organic layer was dried and concentrated to provide 5-(5-phenyl-4-(pyridin-2-ylmethylamino)quinazolin-2-yl)nicotinohydrazide (0.2 g, cru... The reactants are C1CNC1, ClCCl, C=CCC(O)C1CCC2(CC1)OCCO2. Yields the product OC1(C2CCC3(CC2)OCCO3)CC=CC1. RXN SMILES: [CH2:16]1[CH2:17][NH:18][CH2:19]1.[Cl:20][CH2:21][Cl:22].[O:1]1[CH2:2][CH2:3][O:4][C:5]12[CH2:6][CH2:7][CH:8]([CH:11]([CH2:12][CH:13]=[CH2:14])[OH:15])[CH2:9][CH2:10]2>>[O:1]1[CH2:2][CH2:3][O:4][C:5]12[CH2:6][CH2:7][CH:8]([C:11]1([OH:15])[CH2:12][CH:13]=[CH:14][CH2:16]1)[CH2:9][CH2:10]2.